Dataset: the Open Reaction Database (ORD), a public repository of structured organic reaction records. Task: describe an organic reaction: reactants, conditions, products, and yield The product is Cl.ClC1=CC=C(C=C1)N1C(SCC1=O)C=1C=NC=CC1 (3-(4-Chlorophenyl)-2-(3-pyridyl)-4-thiazolidinone hydrochloride). Procedure: A solution of 1.5 g. of 3-(4-chlorophenyl)-2-(3-pyridyl)-4-thiazolidinone (Example 19, supra) in ethyl ether was prepared, cooled, and saturated with anhydrous hydrogen chloride. The solid material which precipitated was filtered off and identified by NMR spectrum as 3-(4-chlorophenyl)-2-(3-pyridyl)-4-thiazolidinone hydrochloride. The solvent is C(C)OCC (ethyl ether). RXN SMILES: [Cl:1][C:2]1[CH:7]=[CH:6][C:5]([N:8]2[C:12](=[O:13])[CH2:11][S:10][CH:9]2[C:14]2[CH:15]=[N:16][CH:17]=[CH:18][CH:19]=2)=[CH:4][CH:3]=1.Cl>C(OCC)C>[ClH:1].[Cl:1][C:2]1[CH:3]=[CH:4][C:5]([N:8]2[C:12](=[O:13])[CH2:11][S:10][CH:9]2[C:14]2[CH:15]=[N:16][CH:17]=[CH:18][CH:19]=2)=[CH:6][CH:7]=1 |f:3.4|. Starting materials: ClC1=CC=C(C=C1)N1C(SCC1=O)C=1C=NC=CC1 (3-(4-chlorophenyl)-2-(3-pyridyl)-4-thiazolidinone), Cl (hydrogen chloride).